Task: describe an organic reaction: reactants, conditions, products, and yield. Dataset: the Open Reaction Database (ORD), a public repository of structured organic reaction records Reactants: ester, [Na] (Sodium), BrCC(=O)OCC (Ethyl bromoacetate), N1N=NN=C1C=1C=CC=2C(C3=CC=CC=C3S(C2C1)(=O)=O)=O (3-(5-tetrazolyl)thioxanthone-10,10-dioxide). Solvent: C(C)O (ethanol). Run at time 2 hour. The product is C(=O)(O)CN1N=C(N=N1)C=1C=CC=2C(C3=CC=CC=C3S(C2C1)(=O)=O)=O (3-(2-Carboxymethyl-5-tetrazolyl)thioxanthone-10,10-dioxide). As a reaction SMILES: [Na].[NH:2]1[C:6]([C:7]2[CH:8]=[CH:9][C:10]3[C:11](=[O:23])[C:12]4[C:17]([S:18](=[O:22])(=[O:21])[C:19]=3[CH:20]=2)=[CH:16][CH:15]=[CH:14][CH:13]=4)=[N:5][N:4]=[N:3]1.Br[CH2:25][C:26]([O:28]CC)=[O:27]>C(O)C>[C:26]([CH2:25][N:4]1[N:3]=[N:2][C:6]([C:7]2[CH:8]=[CH:9][C:10]3[C:11](=[O:23])[C:12]4[C:17]([S:18](=[O:21])(=[O:22])[C:19]=3[CH:20]=2)=[CH:16][CH:15]=[CH:14][CH:13]=4)=[N:5]1)([OH:28])=[O:27] |^1:0|. Procedure: Sodium (0.46 g) was dissolved in ethanol (20 ml) and 3-(5-tetrazolyl)thioxanthone-10,10-dioxide (6.24g) was added. Ethyl bromoacetate (3.34 g) was added to the mixture, which was boiled under reflux for 1.5 hr. The ester intermediate was deposited during this time, and after cooling was filtered off, washed with water and dried, m.p. 194°-195° C. The ester was boiled with concentrated hydrochloric acid (40 ml) and acetic acid (120 ml) for 2 hr. On cooling 3-(2-carboxymethyl-5-tetrazolyl)thioxant... The reactants are CN(C=1S[C@@H]2[C@H](N1)[C@H]([C@@H]([C@H](O2)CO)O)O)C ((3aR,5R,6S,7R,7aR)-2-(Dimethylamino)-5-(hydroxymethyl)-5,6,7,7a-tetrahydro-3aH-pyrano[3,2-d]thiazole-6,7-diol), [H-].[Na+] (NaH), ice water, C1=CC=C(C=C1)CBr (BnBr). Solvent: CN(C)C=O (DMF). Reaction conditions: time 2 hour. The product is C(C1=CC=CC=C1)O[C@H]1[C@@H]([C@H]2N=C(S[C@H]2O[C@@H]1COCC1=CC=CC=C1)N(C)C)OCC1=CC=CC=C1 ((3aR,5R,6S,7R,7aR)-6,7-bis(benzyloxy)-5-(benzyloxymethyl)-N,N-dimethyl-5,6,7,7a-tetrahydro-3aH-pyrano[3,2-d]thiazol-2-amine). Yield: 80.0%. Reaction SMILES: [CH3:1][N:2]([CH3:16])[C:3]1[S:4][C@H:5]2[O:11][C@H:10]([CH2:12][OH:13])[C@@H:9]([OH:14])[C@H:8]([OH:15])[C@H:6]2[N:7]=1.[H-].[Na+].[CH:19]1[CH:24]=[CH:23][C:22]([CH2:25]Br)=[CH:21][CH:20]=1>CN(C=O)C>[CH2:25]([O:14][C@@H:9]1[C@@H:10]([CH2:12][O:13][CH2:25][C:22]2[CH:23]=[CH:24][CH:19]=[CH:20][CH:21]=2)[O:11][C@H:5]2[C@H:6]([N:7]=[C:3]([N:2]([CH3:16])[CH3:1])[S:4]2)[C@H:8]1[O:15][CH2:25][C:22]1[CH:23]=[CH:24][CH:19]=[CH:20][CH:21]=1)[C:22]1[CH:23]=[CH:24][CH:19]=[CH:20][CH:21]=1 |f:1.2|. Procedure details: A solution of 7 (100 g, 0.4 mol) in DMF (600 mL) was treated with NaH (110 g, 3.2 mol, 70% dispersed by mineral oil) at 0° C. for 30 min, followed by the addition of BnBr (410 g, 2.4 mol) dropwise. After kept additional 2 hours at room temperature, the mixture was poured into ice-water (1.5 kg) slowly and extracted with ethyl acetate (3×500 mL). The organic layers were combined, washed with brine (3×300 mL), dried over anhydrous sodium sulfate and concentrated under reduced pressure to give a re... Starting materials: C1CCOC1, COc1ccc(-c2nnc(-c3ccc(N)c([N+](=O)[O-])c3)o2)cc1, CCO. Product: COc1ccc(-c2nnc(-c3ccc(N)c(N)c3)o2)cc1. RXN SMILES: [CH2:27]1[O:28][CH2:29][CH2:30][CH2:31]1.[CH3:1][O:2][c:3]1[cH:4][cH:5][c:6](-[c:9]2[n:10][n:11][c:12](-[c:14]3[cH:15][c:16]([N+:21]([O-:22])=[O:23])[c:17]([NH2:20])[cH:18][cH:19]3)[o:13]2)[cH:7][cH:8]1.[CH3:24][CH2:25][OH:26]>>[CH3:1][O:2][c:3]1[cH:4][cH:5][c:6](-[c:9]2[n:10][n:11][c:12](-[c:14]3[cH:15][c:16]([NH2:21])[c:17]([NH2:20])[cH:18][cH:19]3)[o:13]2)[cH:7][cH:8]1. Reactants: C(C)(C)(C)OC(=O)N1CCC(CC1)NC1=CC(=CC=C1)C1=NC(=NC=C1)Cl (4-[3-(2-Chloro-pyrimidin-4-yl)-phenylamino]-piperidine-1-carboxylic acid tert-butyl ester), FC=1C=C(C=CC1)CCN (2-(3-fluoro-phenyl)-ethylamine), 393. Product: FC=1C=C(C=CC1)CCNC1=NC=CC(=N1)C1=CC(=CC=C1)NC1CCNCC1 ([2-(3-Fluoro-phenyl)-ethyl]-{4-[3-(piperidin-4-ylamino)-phenyl]-pyrimidin-2-yl}-amine). As a reaction SMILES: C(OC([N:8]1[CH2:13][CH2:12][CH:11]([NH:14][C:15]2[CH:20]=[CH:19][CH:18]=[C:17]([C:21]3[CH:26]=[CH:25][N:24]=[C:23](Cl)[N:22]=3)[CH:16]=2)[CH2:10][CH2:9]1)=O)(C)(C)C.[F:28][C:29]1[CH:30]=[C:31]([CH2:35][CH2:36][NH2:37])[CH:32]=[CH:33][CH:34]=1>>[F:28][C:29]1[CH:30]=[C:31]([CH2:35][CH2:36][NH:37][C:23]2[N:22]=[C:21]([C:17]3[CH:18]=[CH:19][CH:20]=[C:15]([NH:14][CH:11]4[CH2:10][CH2:9][NH:8][CH2:13][CH2:12]4)[CH:16]=3)[CH:26]=[CH:25][N:24]=2)[CH:32]=[CH:33][CH:34]=1. Procedure details: Intermediate 7 was coupled with 2-(3-fluoro-phenyl)-ethylamine following procedure F and the resulting product deprotected following procedure G. LC-MS showed the product had the expected M+H+ of 393. 1H NMR (Varian 300 MHz, CD3OD, shifts relative to the solvent peak at 3.3 ppm) δ 8.2 (d, 1H) 6.95-7.6 (m, 8H) 6.9 (m, 1H) 4.95 (m, 1H) 3.6-4.0 (m, 3H) 3.4 (m, 3H) 3.15 (m, 2H) 3.0 (m, 2H) 2.25 (m, 2H) 1.7 (m, 2H).